Dataset: the Open Reaction Database (ORD), a public repository of structured organic reaction records. Task: describe an organic reaction: reactants, conditions, products, and yield The reactants are C(CCC)[Li] (n-butyllithium), C(C)(C)(C)OC(=O)NC(CC1=CC(=CC=2C=COC21)F)C (N-tert-butoxycarbonyl 1-(5-fluorobenzofur-7-yl)-2-aminopropane), C[Si](C)(C)N=C=O (trimethylsilylisocyanate). The solvent is O1CCCC1 (tetrahydrofuran). The product is C(C)(C)(C)OC(=O)NC(CC1=CC(=CC=2C=C(OC21)[Si](C)(C)C)F)C (N-tert-butoxycarbonyl 1-(2-trimethylsilyl-5-fluorobenzofur-7-yl)-2-aminopropane). As a reaction SMILES: [C:1]([O:5][C:6]([NH:8][CH:9]([CH3:21])[CH2:10][C:11]1[C:19]2[O:18][CH:17]=[CH:16][C:15]=2[CH:14]=[C:13]([F:20])[CH:12]=1)=[O:7])([CH3:4])([CH3:3])[CH3:2].C([Li])CCC.[CH3:27][Si:28](N=C=O)([CH3:30])[CH3:29]>O1CCCC1>[C:1]([O:5][C:6]([NH:8][CH:9]([CH3:21])[CH2:10][C:11]1[C:19]2[O:18][C:17]([Si:28]([CH3:30])([CH3:29])[CH3:27])=[CH:16][C:15]=2[CH:14]=[C:13]([F:20])[CH:12]=1)=[O:7])([CH3:4])([CH3:2])[CH3:3]. Reported procedure: A solution of 0.20 gm (0.68 mMol) N-tert-butoxycarbonyl 1-(5-fluorobenzofur-7-yl)-2-aminopropane in 10 mL tetrahydrofuran was cooled to −78° C. under a nitrogen atmosphere. To this solution were then added 0.96 mL (1.53 mMoL) n-butyllithium (1.6 M in hexane) dropwise, resulting in an orange solution. After 50 minutes 0.14 mL (1.02 mMol) trimethylsilylisocyanate were added dropwise. After 15 minutes the reaction mixture was quenched by addition of 2 mL saturated aqueous ammonium chloride and was ... The reactants are BrC1=CC2=C(N=C(O2)C2=CC=CC=C2)C=C1 (6-bromo-2-phenyl-benzoxazole), CO[C@H]1C(OC(C1)=O)=O ((R)-3-methoxy-dihydro-furan-2,5-dione). Product: CO[C@H](CC(=O)O)C(C1=CC2=C(N=C(O2)C2=CC=CC=C2)C=C1)=O ((R)-3-methoxy-4-oxo-4-(2-phenyl-benzoxazol-6-yl)-butyric acid). Reaction SMILES: Br[C:2]1[CH:16]=[CH:15][C:5]2[N:6]=[C:7]([C:9]3[CH:14]=[CH:13][CH:12]=[CH:11][CH:10]=3)[O:8][C:4]=2[CH:3]=1.[CH3:17][O:18][C@@H:19]1[CH2:23][C:22](=[O:24])[O:21][C:20]1=[O:25]>>[CH3:17][O:18][C@@H:19]([C:20](=[O:25])[C:2]1[CH:16]=[CH:15][C:5]2[N:6]=[C:7]([C:9]3[CH:14]=[CH:13][CH:12]=[CH:11][CH:10]=3)[O:8][C:4]=2[CH:3]=1)[CH2:23][C:22]([OH:24])=[O:21]. Reported procedure: The preparation is carried out analogously to Example 1a from 6-bromo-2-phenyl-benzoxazole and (R)-3-methoxy-dihydro-furan-2,5-dione. Reactants: ClCC(=O)N[C@H]1CN2C(OC1)=NC(=C2)[N+](=O)[O-] ((S)-2-chloro-N-(2-nitro-6,7-dihydro-5H-imidazo[2,1-b][1,3]oxazin-6-yl)acetamide), ClC=1C=C(OC2CCNCC2)C=CC1C(F)(F)F (4-(3-chloro-4-(trifluoromethyl)phenoxy)piperidine). The product is ClC=1C=C(OC2CCN(CC2)CC(=O)N[C@H]2CN3C(OC2)=NC(=C3)[N+](=O)[O-])C=CC1C(F)(F)F (2-(4-(3-chloro-4-(trifluoromethyl)phenoxy)piperidin-1-yl)-N—((S)-6,7-dihydro-2-nitro-5H-imidazo[2,1-b][1,3]oxazin-6-yl)acetamide). Isolated yield 64.3%. As a reaction SMILES: Cl[CH2:2][C:3]([NH:5][C@@H:6]1[CH2:11][O:10][C:9]2=[N:12][C:13]([N+:15]([O-:17])=[O:16])=[CH:14][N:8]2[CH2:7]1)=[O:4].[Cl:18][C:19]1[CH:20]=[C:21]([CH:29]=[CH:30][C:31]=1[C:32]([F:35])([F:34])[F:33])[O:22][CH:23]1[CH2:28][CH2:27][NH:26][CH2:25][CH2:24]1>>[Cl:18][C:19]1[CH:20]=[C:21]([CH:29]=[CH:30][C:31]=1[C:32]([F:35])([F:33])[F:34])[O:22][CH:23]1[CH2:24][CH2:25][N:26]([CH2:2][C:3]([NH:5][C@@H:6]2[CH2:11][O:10][C:9]3=[N:12][C:13]([N+:15]([O-:17])=[O:16])=[CH:14][N:8]3[CH2:7]2)=[O:4])[CH2:27][CH2:28]1. Reported procedure: Similar to the manipulation of example 1, with (S)-2-chloro-N-(2-nitro-6,7-dihydro-5H-imidazo[2,1-b][1,3]oxazin-6-yl)acetamide (130 mg, 0.50 mmol) and 4-(3-chloro-4-(trifluoromethyl)phenoxy)piperidine (279 mg, 1.0 mmol) as crude materials, 162 mg title compound was generated and yield was 65%.